This data is from the Open Reaction Database (ORD), a public repository of structured organic reaction records. The task is: describe an organic reaction: reactants, conditions, products, and yield The reactants are C(C1=CC=CC=C1)O[C@@H](C(=O)N[C@@H]1[C@H]([C@H]([C@@H](C1)N1C2=NC(=NC(=C2N=C1)NCC(C1=CC=CC=C1)C1=CC=CC=C1)Cl)O)O)C ((R)-2-benzyloxy-N-{(1S,2R,3S,4R)-4-[2-chloro-6-(2,2-diphenyl-ethylamino)-purin-9-yl]-2,3-dihydroxy-cyclopentyl}-propionamide), C(=O)(OC(C)(C)C)N[C@H]1CNCC1 ((3R)-(+)-3-(Boc-amino)pyrrolidine), [I-].[Na+] (sodium iodide). Solvent: C(C)#N (acetonitrile). Conditions: time 1 hour. Yields the product C(C)(C)(C)OC(N[C@H]1CN(CC1)C1=NC(=C2N=CN(C2=N1)[C@H]1[C@@H]([C@@H]([C@H](C1)NC([C@@H](C)OCC1=CC=CC=C1)=O)O)O)NCC(C1=CC=CC=C1)C1=CC=CC=C1)=O ({(R)-1-[9-[(1R,2S,3R,4S)-4-((R)-2-Benzyloxy-propionylamino)-2,3-dihydroxy-cyclopentyl]-6-(2,2-diphenyl-ethylamino)-9H-purin-2-yl]-pyrrolidin-3-yl}-carbamic acid tert-butyl ester). RXN SMILES: [CH2:1]([O:8][C@H:9]([CH3:45])[C:10]([NH:12][C@H:13]1[CH2:17][C@@H:16]([N:18]2[CH:26]=[N:25][C:24]3[C:19]2=[N:20][C:21](Cl)=[N:22][C:23]=3[NH:27][CH2:28][CH:29]([C:36]2[CH:41]=[CH:40][CH:39]=[CH:38][CH:37]=2)[C:30]2[CH:35]=[CH:34][CH:33]=[CH:32][CH:31]=2)[C@H:15]([OH:43])[C@@H:14]1[OH:44])=[O:11])[C:2]1[CH:7]=[CH:6][CH:5]=[CH:4][CH:3]=1.[C:46]([NH:53][C@@H:54]1[CH2:58][CH2:57][NH:56][CH2:55]1)([O:48][C:49]([CH3:52])([CH3:51])[CH3:50])=[O:47].[I-].[Na+]>C(#N)C>[C:49]([O:48][C:46](=[O:47])[NH:53][C@@H:54]1[CH2:58][CH2:57][N:56]([C:21]2[N:20]=[C:19]3[C:24]([N:25]=[CH:26][N:18]3[C@@H:16]3[CH2:17][C@H:13]([NH:12][C:10](=[O:11])[C@H:9]([O:8][CH2:1][C:2]4[CH:7]=[CH:6][CH:5]=[CH:4][CH:3]=4)[CH3:45])[C@@H:14]([OH:44])[C@H:15]3[OH:43])=[C:23]([NH:27][CH2:28][CH:29]([C:30]3[CH:35]=[CH:34][CH:33]=[CH:32][CH:31]=3)[C:36]3[CH:41]=[CH:40][CH:39]=[CH:38][CH:37]=3)[N:22]=2)[CH2:55]1)([CH3:52])([CH3:50])[CH3:51] |f:2.3|. Procedure details: A suspension of (R)-2-benzyloxy-N-{(1S,2R,3S,4R)-4-[2-chloro-6-(2,2-diphenyl-ethylamino)-purin-9-yl]-2,3-dihydroxy-cyclopentyl}-propionamide (1 equivalent) and (3R)-(+)-3-(Boc-amino)pyrrolidine (4 equivalents) in acetonitrile is treated with a catalytic amount of sodium iodide and then heated using microwave radiation in a Personal Chemistry Emrys™ Optimizer microwave reactor at 160° C. After 1 hour, the solvent is removed in vacuo; purification by column chromatography/crystallisation affords t... Starting materials: C(C)OC(CNC(C1=CC=C(C=C1)NC1=CC=CC=C1)=O)=O ((4-phenylamino-benzoylamino)-acetic acid ethyl ester), CO (methanol), O (H2O), O[Li].O (LiOH.H2O). The solvent is C1CCOC1 (THF). Conditions: time 3 hour. Product: C1(=CC=CC=C1)NC1=CC=C(C(=O)NCC(=O)O)C=C1 ((4-phenylamino-benzoylamino)-acetic acid). Isolated yield 91.3%. RXN SMILES: C([O:3][C:4](=[O:22])[CH2:5][NH:6][C:7](=[O:21])[C:8]1[CH:13]=[CH:12][C:11]([NH:14][C:15]2[CH:20]=[CH:19][CH:18]=[CH:17][CH:16]=2)=[CH:10][CH:9]=1)C.CO.O.O[Li].O>C1COCC1>[C:15]1([NH:14][C:11]2[CH:12]=[CH:13][C:8]([C:7]([NH:6][CH2:5][C:4]([OH:22])=[O:3])=[O:21])=[CH:9][CH:10]=2)[CH:16]=[CH:17][CH:18]=[CH:19][CH:20]=1 |f:3.4|. Procedure: To a stirred solution of 4-phenylamino-benzoic acid (3.0 g, 0.01401 mol) in DMF (10 mL), was added DIPEA (5.4 g, 0.04205 mol), HOBt (2.27 g, 0.01682 mol) and EDCI.HCl (6.69 g, 0.03504 mol) at ambient temperature. After 2 minutes amino-acetic acid ethyl ester hydrochloride (2.33 g, 0.01682 mol) was added and the resulting mixture was stirred overnight. The reaction mixture was then diluted with cold water and the resulting precipitate was isolated by filtration, washed with water followed by hexa... Starting materials: O1C[C@@H](CC1)O ((R)-tetrahydrofuran-3-ol), C1=CN(C=N1)C(=O)N2C=CN=C2 (CDI). Run in O1CCCC1 (tetrahydrofuran). Yields the product N1(C=NC=C1)C(=O)O[C@H]1COCC1 ((R)-Tetrahydrofuran-3-yl 1H-imidazole-1-carboxylate). Yield: 91.8%. RXN SMILES: [O:1]1[CH2:5][CH2:4][C@@H:3]([OH:6])[CH2:2]1.[CH:7]1[N:11]=[CH:10][N:9]([C:12](N2C=NC=C2)=[O:13])[CH:8]=1>O1CCCC1>[N:9]1([C:12]([O:6][C@@H:3]2[CH2:4][CH2:5][O:1][CH2:2]2)=[O:13])[CH:8]=[CH:7][N:11]=[CH:10]1. Reported procedure: A solution of (R)-tetrahydrofuran-3-ol (500 mg, 5.68 mmol, 1.00 equiv) and CDI (2 g, 12.33 mmol, 2.17 equiv) in tetrahydrofuran (50 mL) was stirred overnight under nitrogen at 60° C. After cooling to room temperature, the mixture was concentrated under reduced pressure. The residue was dissolved in 30 mL of DCM and washed with 1×50 mL of H2O. The organic layer was dried (Na2SO4) and concentrated under reduced pressure. The crude residue was purified using silica gel column chromatography with et... Reactants: C12(CC3CC(CC(C1)C3)C2)OC2=CC(=C(C=C2)[N+](=O)[O-])F (4-(1-adamantyloxy)-2-fluoronitrobenzene). Reagents/catalysts: [Pt] (platinum). Run in C(C)(=O)OCC (ethyl acetate). The product is C12(CC3CC(CC(C1)C3)C2)OC2=CC(=C(N)C=C2)F (4-(1-Adamantyloxy)-2-fluoroaniline). Yield: 135.5%. RXN SMILES: [C:1]12([O:11][C:12]3[CH:17]=[CH:16][C:15]([N+:18]([O-])=O)=[C:14]([F:21])[CH:13]=3)[CH2:10][CH:5]3[CH2:6][CH:7]([CH2:9][CH:3]([CH2:4]3)[CH2:2]1)[CH2:8]2>C(OCC)(=O)C.[Pt]>[C:1]12([O:11][C:12]3[CH:17]=[CH:16][C:15]([NH2:18])=[C:14]([F:21])[CH:13]=3)[CH2:8][CH:7]3[CH2:9][CH:3]([CH2:4][CH:5]([CH2:6]3)[CH2:10]1)[CH2:2]2. Procedure details: 13.4 g of 4-(1-adamantyloxy)-2-fluoronitrobenzene (approximately 80% pure; 0.037 mole) in ethyl acetate solution was hydrogenated for 2 hours over platinum (from 1.0 g of PtO2). The catalyst was filtered and the solvent was evaporated to give 13.1 g of white solid, which was purified by two recrystallizations from CH2Cl2 -Skellysolve B, affording a pink solid, m.p. 152.0-154.0. The NMR spectrum of this material was consistent with the assigned structure. Reactants: C[Al](C)C (trimethylaluminium), C(C)OC(CN(C)C1=CC(=CC=C1)Cl)=O ([(3-chloro-phenyl)-methyl-amino]-acetic acid ethyl ester), C(CN)N (ethylenediamine). Run in C1(=CC=CC=C1)C (toluene), C1(=CC=CC=C1)C (toluene), C1(=CC=CC=C1)C (toluene), C1(=CC=CC=C1)C (toluene). Reaction conditions: time 100 minute. Yields the product ClC=1C=C(C=CC1)N(C)CC=1NCCN1 ((3-Chloro-phenyl)-(4,5-dihydro-1H-imidazol-2-ylmethyl)-methyl-amine). Isolated yield 29.4%. RXN SMILES: C[Al](C)C.[CH2:5]([NH2:8])[CH2:6][NH2:7].C(O[C:12](=O)[CH2:13][N:14]([C:16]1[CH:21]=[CH:20][CH:19]=[C:18]([Cl:22])[CH:17]=1)[CH3:15])C>C1(C)C=CC=CC=1>[Cl:22][C:18]1[CH:17]=[C:16]([N:14]([CH2:13][C:12]2[NH:7][CH2:6][CH2:5][N:8]=2)[CH3:15])[CH:21]=[CH:20][CH:19]=1. Procedure: To dry toluene (4 ml) under an inert atmosphere at 0° C. was added a toluene solution of trimethylaluminium (2.13 ml, 4.26 mmol, 2 M solution). A solution of ethylenediamine (0.29 ml, 4.26 mmol) in toluene (1.5 ml) was then added dropwise and the reaction mixture was then allowed to warm to room temperature and stirred for 100 min at this temperature before being re-cooled to 0° C. To this mixture was added dropwise a solution of [(3-chloro-phenyl)-methyl-amino]-acetic acid ethyl ester (0.49 g, ... The reactants are 10, C(C)(=O)N1CCC(CC1)CC(=O)C1=CC=C(C=C1)OC (1-acetyl-4-[2-(4-methoxyphenyl)-2-oxoethyl]piperidine), Cl (hydrochloric acid). Run at temperature 100 celsius. Yields the product Cl.COC1=CC=C(C=C1)C(CC1CCNCC1)=O (1-(4-methoxyphenyl)-2-(4-piperidinyl)ethanone hydrochloride). The yield is 59.0%. Reaction SMILES: C([N:4]1[CH2:9][CH2:8][CH:7]([CH2:10][C:11]([C:13]2[CH:18]=[CH:17][C:16]([O:19][CH3:20])=[CH:15][CH:14]=2)=[O:12])[CH2:6][CH2:5]1)(=O)C.[ClH:21]>>[ClH:21].[CH3:20][O:19][C:16]1[CH:17]=[CH:18][C:13]([C:11](=[O:12])[CH2:10][CH:7]2[CH2:6][CH2:5][NH:4][CH2:9][CH2:8]2)=[CH:14][CH:15]=1 |f:2.3|. Reported procedure: A mixture of 10 parts of 1-acetyl-4-[2-(4-methoxyphenyl)-2-oxoethyl]piperidine and 50 parts of a hydrochloric acid solution 6 N is stirred and heated for 4 hours at 100° C. The reaction mixture is allowed to cool to room temperature. The precipitated product is filtered off and crystallized from 2-propanol, yielding 5.8 parts (59%) of 1-(4-methoxyphenyl)-2-(4-piperidinyl)ethanone hydrochloride; mp. 250.7° C. Procedure details: A solution of 10.3 g of 1-(2-diisopropylaminoethyl)isatin, 5.1 g of semicarbazide hydrochloride and 3.7 g of sodium acetate in 150 ml of a mixture of ethanol and water (2:1) was stirred for 17 hours at room temperature. The yellow precipitates were collected by filtration and washed with aqueous ethanol. The filtrate and the washed the aqueous ethanol solution were combined and concentrated under reduced pressure. An aqueous sodium bicarbonate solution was added to the residue. The yellow precip... Yields the product C(C)(C)N(CCN1C(=O)/C(/C2=CC=CC=C12)=N/NC(=O)N)C(C)C ((E)-1-(2-diisopropylaminoethyl)isatin 3-semicarbazone). Starting materials: C(C)(C)N(CCN1C(=O)C(=O)C2=CC=CC=C12)C(C)C (1-(2-diisopropylaminoethyl)isatin), Cl.NNC(=O)N (semicarbazide hydrochloride), C(C)(=O)[O-].[Na+] (sodium acetate), C(C)O (ethanol). Run in mixture, O (water). Isolated yield 74.7%. As a reaction SMILES: [CH:1]([N:4]([CH:18]([CH3:20])[CH3:19])[CH2:5][CH2:6][N:7]1[C:17]2[C:12](=[CH:13][CH:14]=[CH:15][CH:16]=2)[C:10](=O)[C:8]1=[O:9])([CH3:3])[CH3:2].Cl.[NH2:22][NH:23][C:24]([NH2:26])=[O:25].C([O-])(=O)C.[Na+].C(O)C>O>[CH:1]([N:4]([CH:18]([CH3:20])[CH3:19])[CH2:5][CH2:6][N:7]1[C:17]2[C:12](=[CH:13][CH:14]=[CH:15][CH:16]=2)/[C:10](=[N:22]\[NH:23][C:24]([NH2:26])=[O:25])/[C:8]1=[O:9])([CH3:3])[CH3:2] |f:1.2,3.4|. Starting materials: CNC, CO, Cl, O=CC=Cc1c[nH]c(-c2ccc(F)cc2)c1-c1ccncc1, [Na+], C1CCOC1, O=C([O-])O. Yields the product CN(C)CC=Cc1c[nH]c(-c2ccc(F)cc2)c1-c1ccncc1. RXN SMILES: [CH3:24][NH:25][CH3:26].[CH3:32][OH:33].[ClH:23].[F:1][c:2]1[cH:3][cH:4][c:5](-[c:8]2[nH:9][cH:10][c:11]([CH:19]=[CH:20][CH:21]=[O:22])[c:12]2-[c:13]2[cH:14][cH:15][n:16][cH:17][cH:18]2)[cH:6][cH:7]1.[Na+:27].[O:34]1[CH2:35][CH2:36][CH2:37][CH2:38]1.[OH:28][C:29](=[O:30])[O-:31]>>[F:1][c:2]1[cH:3][cH:4][c:5](-[c:8]2[nH:9][cH:10][c:11]([CH:19]=[CH:20][CH2:21][N:25]([CH3:24])[CH3:26])[c:12]2-[c:13]2[cH:14][cH:15][n:16][cH:17][cH:18]2)[cH:6][cH:7]1. Reactants: BrC=1C(N(C=CC1)C1=C(C=C(C=C1)[N+](=O)[O-])COC)=O (3-Bromo-1-[2-(methoxymethyl)-4-nitrophenyl]pyridin-2(1H)-one), C(CCC)C(=C(CCCC)CCCC)[Sn] (tributylvinyltin). The reagents and catalysts are C=1C=CC(=CC1)[P](C=2C=CC=CC2)(C=3C=CC=CC3)[Pd]([P](C=4C=CC=CC4)(C=5C=CC=CC5)C=6C=CC=CC6)([P](C=7C=CC=CC7)(C=8C=CC=CC8)C=9C=CC=CC9)[P](C=1C=CC=CC1)(C=1C=CC=CC1)C=1C=CC=CC1 (tetrakis(triphenylphosphine)palladium(0)). Run in O1CCOCC1 (dioxane). Product: COCC1=C(C=CC(=C1)[N+](=O)[O-])N1C(C(=CC=C1)C=C)=O (1-[2-(Methoxymethyl)-4-nitrophenyl]-3-vinylpyridin-2(1H)-one). As a reaction SMILES: Br[C:2]1[C:3](=[O:20])[N:4]([C:8]2[CH:13]=[CH:12][C:11]([N+:14]([O-:16])=[O:15])=[CH:10][C:9]=2[CH2:17][O:18][CH3:19])[CH:5]=[CH:6][CH:7]=1.[CH2:21](C([Sn])=C(CCCC)CCCC)[CH2:22]CC>O1CCOCC1.C1C=CC([P]([Pd]([P](C2C=CC=CC=2)(C2C=CC=CC=2)C2C=CC=CC=2)([P](C2C=CC=CC=2)(C2C=CC=CC=2)C2C=CC=CC=2)[P](C2C=CC=CC=2)(C2C=CC=CC=2)C2C=CC=CC=2)(C2C=CC=CC=2)C2C=CC=CC=2)=CC=1>[CH3:19][O:18][CH2:17][C:9]1[CH:10]=[C:11]([N+:14]([O-:16])=[O:15])[CH:12]=[CH:13][C:8]=1[N:4]1[CH:5]=[CH:6][CH:7]=[C:2]([CH:21]=[CH2:22])[C:3]1=[O:20] |^1:22,45,47,66,85|. Procedure details: 94 g (277 mmol) of the compound from Example 28A are dissolved in 1.2 l of anhydrous dioxane, and 8 g (6.9 mmol) of tetrakis(triphenylphosphine)palladium(0) are added. At room temperature, 105 g (333 mmol) of tributylvinyltin are added slowly, and after the addition has ended, the mixture is heated at reflux for 21 h. The reaction solution is allowed to cool and filtered through kieselguhr. The filter cake is washed with ethyl acetate and the combined organic filtrates are concentrated to drynes...